describe an organic reaction: reactants, conditions, products, and yield From a dataset of the Open Reaction Database (ORD), a public repository of structured organic reaction records. Starting materials: CN1CCOCC1 (N-methylmorpholine), C1(CC1)C=1C=C(C2=C(N1)N(N=C2)C(C)C)C(=O)O (6-cyclopropyl-1-(1-methylethyl)-1H-pyrazolo[3,4-b]pyridine-4-carboxylic acid), C1=CC2=C(N=C1)N(N=N2)O (HOAT), FC(C(=O)O)(F)F.NCC=1C(NC(=CC1C1CCCCC1)C)=O (3-(aminomethyl)-4-cyclohexyl-6-methyl-2(1H)-pyridinone trifluoroacetate), C(CCl)Cl (EDC). Solvent: CN(C)C=O (DMF), CCO (EtOH). Reaction conditions: time 3 day. The product is C1(CCCCC1)C1=C(C(NC(=C1)C)=O)CNC(=O)C=1C2=C(N=C(C1)C1CC1)N(N=C2)C(C)C (N-[(4-Cyclohexyl-6-methyl-2-oxo-1,2-dihydro-3-pyridinyl)methyl]-6-cyclopropyl-1-(1-methylethyl)-1H-pyrazolo[3,4-b]pyridine-4-carboxamide). As a reaction SMILES: [CH:1]1([C:4]2[CH:5]=[C:6]([C:16]([OH:18])=O)[C:7]3[CH:12]=[N:11][N:10]([CH:13]([CH3:15])[CH3:14])[C:8]=3[N:9]=2)[CH2:3][CH2:2]1.FC(F)(F)C(O)=O.[NH2:26][CH2:27][C:28]1[C:29](=[O:41])[NH:30][C:31]([CH3:40])=[CH:32][C:33]=1[CH:34]1[CH2:39][CH2:38][CH2:37][CH2:36][CH2:35]1.C(Cl)CCl.C1C=NC2N(O)N=NC=2C=1.CN1CCOCC1>CCO.CN(C=O)C>[CH:34]1([C:33]2[CH:32]=[C:31]([CH3:40])[NH:30][C:29](=[O:41])[C:28]=2[CH2:27][NH:26][C:16]([C:6]2[C:7]3[CH:12]=[N:11][N:10]([CH:13]([CH3:14])[CH3:15])[C:8]=3[N:9]=[C:4]([CH:1]3[CH2:2][CH2:3]3)[CH:5]=2)=[O:18])[CH2:35][CH2:36][CH2:37][CH2:38][CH2:39]1 |f:1.2|. Procedure details: The title compound was prepared in the same manner as described in example 15 from 6-cyclopropyl-1-(1-methylethyl)-1H-pyrazolo[3,4-b]pyridine-4-carboxylic acid (147 mg, 0.60 mmol), 3-(aminomethyl)-4-cyclohexyl-6-methyl-2(1H)-pyridinone trifluoroacetate (221 mg, 0.660 mmol), EDC (150 mg, 0.780 mmol), HOAT (106 mg, 0.780 mmol), N-methylmorpholine (0.264 mL, 2.400 mmol) and DMF (3 mL), wherein the stir time was 3 d and the final product was not treated with EtOH. The final product was collected as ...